From a dataset of the Open Reaction Database (ORD), a public repository of structured organic reaction records. describe an organic reaction: reactants, conditions, products, and yield Starting materials: [Al+3], C1CCOC1, COC(=O)c1cccnc1OC, [H-], [H-], [H-], [H-], [Li+], [Na+], [OH-], O. The product is COc1ncccc1CO. As a reaction SMILES: [Al+3:3].[CH2:22]1[O:23][CH2:24][CH2:25][CH2:26]1.[CH3:7][O:8][c:9]1[c:10]([C:11](=[O:12])[O:13][CH3:14])[cH:15][cH:16][cH:17][n:18]1.[H-:1].[H-:4].[H-:5].[H-:6].[Li+:2].[Na+:21].[OH-:20].[OH2:19]>>[CH3:7][O:8][c:9]1[c:10]([CH2:11][OH:12])[cH:15][cH:16][cH:17][n:18]1. Starting materials: FC1=C(C=C(C=O)C=C1)OC (4-fluoro-3-methoxybenzaldehyde), C1CC2=CC=CC=C2CC3=CC=CC=C31 (dibenzosuberane). Yields the product FC1=C(C=C(C=C2C3=C(CCC4=C2C=CC=C4)C=CC=C3)C=C1)OC (5-(4-Fluoro-3-methoxy-benzylidene)-10,11-dihydro-5H-dibenzo[a,d]cycloheptene). Yield: 49.0%. As a reaction SMILES: [F:1][C:2]1[CH:9]=[CH:8][C:5]([CH:6]=O)=[CH:4][C:3]=1[O:10][CH3:11].[CH2:12]1[C:26]2[C:21](=[CH:22][CH:23]=[CH:24][CH:25]=2)[CH2:20][C:19]2[C:14](=[CH:15][CH:16]=[CH:17][CH:18]=2)[CH2:13]1>>[F:1][C:2]1[CH:9]=[CH:8][C:5]([CH:6]=[C:20]2[C:19]3[CH:18]=[CH:17][CH:16]=[CH:15][C:14]=3[CH2:13][CH2:12][C:26]3[CH:25]=[CH:24][CH:23]=[CH:22][C:21]2=3)=[CH:4][C:3]=1[O:10][CH3:11]. Reported procedure: Following procedures essentially as described in Example 28 and using 4-fluoro-3-methoxybenzaldehyde (1.59 g, 10.3 mmol), dibenzosuberane (1.94 g, 10 mmol, provides 1.66 g of title compound in 49% yield as a light tan oil that slowly crystallized. HPLC shows 93% purity.